This data is from the Open Reaction Database (ORD), a public repository of structured organic reaction records. The task is: describe an organic reaction: reactants, conditions, products, and yield The reactants are [H-], CI, CC(=O)NC1CCN(c2ccc([N+](=O)[O-])cc2)C1, [Na+], CN(C)C=O, O. Product: CC(=O)N(C)C1CCN(c2ccc([N+](=O)[O-])cc2)C1. Reaction SMILES: [H-:19].[I:21][CH3:22].[N+:1](=[O:2])([O-:3])[c:4]1[cH:5][cH:6][c:7]([N:10]2[CH2:11][CH:12]([NH:15][C:16]([CH3:17])=[O:18])[CH2:13][CH2:14]2)[cH:8][cH:9]1.[Na+:20].[O:24]=[CH:25][N:26]([CH3:27])[CH3:28].[OH2:23]>>[N+:1](=[O:2])([O-:3])[c:4]1[cH:5][cH:6][c:7]([N:10]2[CH2:11][CH:12]([N:15]([C:16]([CH3:17])=[O:18])[CH3:22])[CH2:13][CH2:14]2)[cH:8][cH:9]1. Reactants: [H-].[Al+3].[Li+].[H-].[H-].[H-] (lithium aluminum hydride), C1(=CC=CC=C1)C(N1CC(N(CC1)C(=O)OCC)(CC1=CC(=C(C=C1)OC)OC)C)C1=CC=CC=C1 (1-diphenylmethyl-3-methyl-3-(3,4-dimethoxybenzyl)-4-carbethoxy-piperazine), O (water). The solvent is O1CCCC1 (tetrahydrofuran), O1CCCC1 (tetrahydrofuran). Run at time 2 hour. Product: C1(=CC=CC=C1)C(N1CC(N(CC1)C)(CC1=CC(=C(C=C1)OC)OC)C)C1=CC=CC=C1 (1-diphenylmethyl-3-methyl-3-(3,4-dimethoxybenzyl)-4-methyl-piperazine). The yield is 97.0%. As a reaction SMILES: [C:1]1([CH:7]([C:31]2[CH:36]=[CH:35][CH:34]=[CH:33][CH:32]=2)[N:8]2[CH2:13][CH2:12][N:11]([C:14](OCC)=O)[C:10]([CH3:30])([CH2:19][C:20]3[CH:25]=[CH:24][C:23]([O:26][CH3:27])=[C:22]([O:28][CH3:29])[CH:21]=3)[CH2:9]2)[CH:6]=[CH:5][CH:4]=[CH:3][CH:2]=1.[H-].[Al+3].[Li+].[H-].[H-].[H-].O>O1CCCC1>[C:31]1([CH:7]([C:1]2[CH:2]=[CH:3][CH:4]=[CH:5][CH:6]=2)[N:8]2[CH2:13][CH2:12][N:11]([CH3:14])[C:10]([CH3:30])([CH2:19][C:20]3[CH:25]=[CH:24][C:23]([O:26][CH3:27])=[C:22]([O:28][CH3:29])[CH:21]=3)[CH2:9]2)[CH:32]=[CH:33][CH:34]=[CH:35][CH:36]=1 |f:1.2.3.4.5.6|. Reported procedure: 14.5 g of 1-diphenylmethyl-3-methyl-3-(3,4-dimethoxybenzyl)-4-carbethoxy-piperazine (cf. Example 5) are dissolved in 170 ml of dry tetrahydrofuran and added dropwise, with stirring over a period of two hours, to a boiling suspension of 3.42 g of lithium aluminum hydride in 150 ml of dry tetrahydrofuran. The batch is kept at the boiling point for a further 2 hours. After careful addition of water, the mixture is filtered and the filtrate evaporated. The remaining oil is further worked up as in Ex... Reactants: crude product, NC1=C2N=C(C(=NC2=CC=C1N)O)O (5,6-diamino-2,3-dihydroxyquinoxaline), O (water), C(=O)C=O (glyoxal), C([O-])([O-])=O.[Na+].[Na+] (sodium carbonate). The solvent is [OH-].[Na+] (sodium hydroxide). Reaction conditions: temperature 50 celsius. The product is OC=1C(=NC=2C(=C3N=CC=NC3=CC2)N1)O (2,3-dihydroxypyrazino(2,3-f)quinoxaline). Yield: 35.9%. As a reaction SMILES: [NH2:1][C:2]1[C:11]([NH2:12])=[CH:10][CH:9]=[C:8]2[C:3]=1[N:4]=[C:5]([OH:14])[C:6]([OH:13])=[N:7]2.O.[CH:16]([CH:18]=O)=O.C(=O)([O-])[O-].[Na+].[Na+]>[OH-].[Na+]>[OH:14][C:5]1[C:6]([OH:13])=[N:7][C:8]2[C:3]([N:4]=1)=[C:2]1[C:11](=[CH:10][CH:9]=2)[N:12]=[CH:18][CH:16]=[N:1]1 |f:3.4.5,6.7|. Reported procedure: A mixture of 0,5 g (2,6 mmol) 5,6-diamino-2,3-dihydroxyquinoxaline and 20 ml water was added 0,6 ml (3,9 mmol) 40% aqueous glyoxal and 0,41 g (3,9 mmol) sodium carbonate. The reaction mixture was stirred at 50° C. for 1,5 h. After cooling to 25° C., the precipitate was filtered off and washed with water to give 0,49 g. The crude product was dissolved in 2N sodium hydroxide and reprecipitated with 2N hydrochloric acid to pH 6-7 to give 0,2 g (36%) 2,3-dihydroxypyrazino(2,3-f)quinoxaline, m.p.>300... The reactants are CCCC[N+](CCCC)(CCCC)CCCC.[F-] (TBAF), C(#CCC)[Si](C)(C)C (but-1-yn-1-yltrimethylsilane), C(#CCC)[Si](C)(C)C (but-1-yn-1-yltrimethylsilane), FC=1C=C(C=C2C=CN(C12)C(=O)OC(C)(C)C)I (tert-butyl 7-fluoro-5-iodo-1H-indole-1-carboxylate). The reagents and catalysts are C=1C=CC(=CC1)[P](C=2C=CC=CC2)(C=3C=CC=CC3)[Pd]([P](C=4C=CC=CC4)(C=5C=CC=CC5)C=6C=CC=CC6)([P](C=7C=CC=CC7)(C=8C=CC=CC8)C=9C=CC=CC9)[P](C=1C=CC=CC1)(C=1C=CC=CC1)C=1C=CC=CC1 (Pd(PPh3)4), [Cu]I (CuI). The solvent is C(C)(=O)OCC (ethyl acetate). The product is C(#CCC)C=1C=C2C=CN(C2=C(C1)F)C(=O)OC(C)(C)C (tert-Butyl 5-(but-1-yn-1-yl)-7-fluoro-1H-indole-1-carboxylate). Yield: 90.5%. RXN SMILES: CCCC[N+](CCCC)(CCCC)CCCC.[F-].[C:19]([Si](C)(C)C)#[C:20][CH2:21][CH3:22].[F:27][C:28]1[CH:29]=[C:30](I)[CH:31]=[C:32]2[C:36]=1[N:35]([C:37]([O:39][C:40]([CH3:43])([CH3:42])[CH3:41])=[O:38])[CH:34]=[CH:33]2>C(OCC)(=O)C.C1C=CC([P]([Pd]([P](C2C=CC=CC=2)(C2C=CC=CC=2)C2C=CC=CC=2)([P](C2C=CC=CC=2)(C2C=CC=CC=2)C2C=CC=CC=2)[P](C2C=CC=CC=2)(C2C=CC=CC=2)C2C=CC=CC=2)(C2C=CC=CC=2)C2C=CC=CC=2)=CC=1.[Cu]I>[C:19]([C:30]1[CH:31]=[C:32]2[C:36](=[C:28]([F:27])[CH:29]=1)[N:35]([C:37]([O:39][C:40]([CH3:43])([CH3:42])[CH3:41])=[O:38])[CH:34]=[CH:33]2)#[C:20][CH2:21][CH3:22] |f:0.1,^1:54,56,75,94|. Procedure: To a degassed (3× vacuum/nitrogen cycles) solution of TBAF (4.0 mL, 0.5 M THF, 2.00 mmol), but-1-yn-1-yltrimethylsilane (267 mg, 2.11 mmol; Intermediate 39) was added. The solution was stirred at room temperature for a few minutes before transferring into a reaction vessel containing tert-butyl 7-fluoro-5-iodo-1H-indole-1-carboxylate (360 mg, 1.00 mmol), Pd(PPh3)4 (232 mg, 0.20 mmol), and CuI (76 mg, 0.40 mmol). The reaction mixture was stirred at room temperature overnight, diluted with ethyl a... Reactants: C(=O)(O)[O-].[Na+] (NaHCO3), ClC1=CC=C(C=C1)C(O)C=1N=C(SC1C1=NN(C=N1)COCC[Si](C)(C)C)C1=CC=NC=C1 ((4-Chlorophenyl)[2-pyridin-4-yl-5-(1-{[2-(trimethylsilyl)ethoxy]methyl}-1H-1,2,4-triazol-3-yl)-1,3-thiazol-4-yl]methanol), C(Cl)Cl (methylene chloride), FC(C(=O)O)(F)F (Trifluoroacetic acid). The solvent is CCOC(=O)C (EtOAc). Reaction conditions: time 8 hour. The product is ClC1=CC=C(C=C1)C(O)C=1N=C(SC1C1=NNC=N1)C1=CC=NC=C1 ((4-Chlorophenyl)[2-pyridin-4-yl-5-(1H-1,2,4-triazol-3-yl)-1,3-thiazol-4-yl]methanol). Yield: 102.0%. RXN SMILES: [Cl:1][C:2]1[CH:7]=[CH:6][C:5]([CH:8]([C:10]2[N:11]=[C:12]([C:28]3[CH:33]=[CH:32][N:31]=[CH:30][CH:29]=3)[S:13][C:14]=2[C:15]2[N:19]=[CH:18][N:17](COCC[Si](C)(C)C)[N:16]=2)[OH:9])=[CH:4][CH:3]=1.C(Cl)Cl.FC(F)(F)C(O)=O.C([O-])(O)=O.[Na+]>CCOC(C)=O>[Cl:1][C:2]1[CH:7]=[CH:6][C:5]([CH:8]([C:10]2[N:11]=[C:12]([C:28]3[CH:33]=[CH:32][N:31]=[CH:30][CH:29]=3)[S:13][C:14]=2[C:15]2[N:19]=[CH:18][NH:17][N:16]=2)[OH:9])=[CH:4][CH:3]=1 |f:3.4|. Procedure: (4-Chlorophenyl)[2-pyridin-4-yl-5-(1-{[2-(trimethylsilyl)ethoxy]methyl}-1H-1,2,4-triazol-3-yl)-1,3-thiazol-4-yl]methanol (266.0 mg, 0.530 mmol) was dissolved in methylene chloride (3.0 mL, 47 mmol). Trifluoroacetic acid (3.0 mL, 39 mmol) was added and the solution was stirred at rt overnight. After the reaction was completed, saturated NaHCO3 was added and the reaction was stirred at rt for 20 min, then EtOAc (5 mL) was added, the organic layer was separated, washed with brine, dried over MgSO4,... Starting materials: COC(CN1C(C2=CC(=C(C=C2C1=O)[O-])[N+](=O)[O-])=O)=O.[K+] (potassium 2-(2-methoxy-2-oxoethyl)-6-nitro-1,3-dioxoisoindolin-5-olate), S(=O)(=O)(OC)OC (dimethyl sulfate), S(=O)(=O)(OC)OC (dimethyl sulfate). The solvent is CN(C)C=O (DMF). Reaction conditions: temperature 60 celsius, time 8 hour. Yields the product COC=1C=C2C(N(C(C2=CC1[N+](=O)[O-])=O)CC(=O)OC)=O (methyl 2-(5-methoxy-6-nitro-1,3-dioxoisoindolin-2-yl)acetate). Yield: 64.1%. RXN SMILES: [CH3:1][O:2][C:3](=[O:20])[CH2:4][N:5]1[C:13](=[O:14])[C:12]2[C:7](=[CH:8][C:9]([N+:16]([O-:18])=[O:17])=[C:10]([O-:15])[CH:11]=2)[C:6]1=[O:19].[K+].S(OC)(O[CH3:26])(=O)=O>CN(C=O)C>[CH3:26][O:15][C:10]1[CH:11]=[C:12]2[C:7](=[CH:8][C:9]=1[N+:16]([O-:18])=[O:17])[C:6](=[O:19])[N:5]([CH2:4][C:3]([O:2][CH3:1])=[O:20])[C:13]2=[O:14] |f:0.1|. Procedure: To a solution of potassium 2-(2-methoxy-2-oxoethyl)-6-nitro-1,3-dioxoisoindolin-5-olate (0.380 g, 1.194 mmol) in DMF (10 ml), dimethyl sulfate (0.324 ml, 3.34 mmol) was added, and the mixture was heated at 60° C. for 6 hours and then stirred at 40° C. overnight. Additional dimethyl sulfate (0.116 ml, 1.194 mmol) was added, and the reaction mixture was heated at 60° C. for 4 hours. The mixture was partitioned between 1N NaHCO3 (150 ml) and diethyl ether (100 ml). The organic phase was washed with... The reactants are [Cr](=O)(=O)([O-])Cl.[NH+]1=CC=CC=C1 (pyridinium chlorochromate), FC1=CC=C(C=C1)C(=CC1=CC=C(C=C1)/C=C/C(=O)OC)CO (methyl 3-(E)(4-(2-(4-fluorophenyl)-3-hydroxyprop-1-en-1-yl)phenyl)acrylate). Solvent: ClCCl (dichloromethane), ClCCl (dichloromethane), C(C)OCC (diethyl ether). Product: FC1=CC=C(C=C1)\C(=C/C1=CC=C(C=C1)C=CC(=O)OC)\C=O (methyl 3-(1E)(4-(2-(4-fluorophenyl)-3-oxoprop-1-en-1-yl)phenyl)acrylate). The yield is 55.6%. As a reaction SMILES: [Cr](Cl)([O-])(=O)=O.[NH+]1C=CC=CC=1.[F:12][C:13]1[CH:18]=[CH:17][C:16]([C:19]([CH2:33][OH:34])=[CH:20][C:21]2[CH:26]=[CH:25][C:24](/[CH:27]=[CH:28]/[C:29]([O:31][CH3:32])=[O:30])=[CH:23][CH:22]=2)=[CH:15][CH:14]=1>ClCCl.C(OCC)C>[F:12][C:13]1[CH:18]=[CH:17][C:16](/[C:19](/[CH:33]=[O:34])=[CH:20]\[C:21]2[CH:26]=[CH:25][C:24]([CH:27]=[CH:28][C:29]([O:31][CH3:32])=[O:30])=[CH:23][CH:22]=2)=[CH:15][CH:14]=1 |f:0.1|. Reported procedure: To a suspension of pyridinium chlorochromate (PCC, 0.75 g, 3.5 mmol) in dichloromethane (20 mL) a dropwise solution of methyl 3-(E)(4-(2-(4-fluorophenyl)-3-hydroxyprop-1-en-1-yl)phenyl)acrylate (0.9 g, 2.9 mmol) in dichloromethane (5 mL) was added under constant stirring and the reaction mixture was stirred at room temperature for 1 hour. The reaction mass was diluted with diethyl ether (200 mL) and filtered through a celite bed, the filtrate was successively washed with saturated aqueous NaHCO3...